describe an organic reaction: reactants, conditions, products, and yield From a dataset of the Open Reaction Database (ORD), a public repository of structured organic reaction records. Conditions: temperature 100 celsius, time 6 hour. RXN SMILES: N1[CH2:6][CH2:5][CH:4]([C:7]2[C:11]3[CH:12]=[CH:13][C:14]([F:16])=[CH:15][C:10]=3[O:9][N:8]=2)[CH2:3][CH2:2]1.Cl[CH2:18][CH2:19][CH2:20][O:21][C:22]1C=CC(C(=O)CO)=[CH:24][C:23]=1[O:32]C.[C:34]([O-:37])(O)=O.[Na+].[CH3:39][N:40]1[CH2:44][CH2:43][CH2:42][C:41]1=O.[OH2:46]>>[F:16][C:14]1[CH:13]=[CH:12][C:11]2[C:7]([C:4]3[CH:5]=[CH:6][C:24]([C:23](=[O:32])[CH:22]([O:21][CH:20]([N:40]4[CH2:39][CH2:44][CH2:43][CH2:42][CH2:41]4)[CH2:19][CH3:18])[OH:46])=[CH:2][C:3]=3[O:37][CH3:34])=[N:8][O:9][C:10]=2[CH:15]=1 |f:2.3|. Starting materials: N1CCC(CC1)C1=NOC2=C1C=CC(=C2)F (3-(4-piperidinyl)-6-fluoro-1,2-benzisoxazole), ClCCCOC1=C(C=C(C=C1)C(CO)=O)OC (1-[4-(3-chloropropoxy)-3-methoxyphenyl]-2-hydroxyethanone), C(=O)(O)[O-].[Na+] (NaHCO3), CN1C(CCC1)=O (1-methyl-2-pyrrolidinone), O (H2O). Product: FC1=CC2=C(C(=NO2)C2=C(C=C(C=C2)C(C(O)OC(CC)N2CCCCC2)=O)OC)C=C1 (4-(6-Fluoro-1,2-benzisoxazol-3-yl)-1-piperidinylpropoxyl-3-methoxyphenyl-2-hydroxyethanone). Procedure details: A mixture of 3-(4-piperidinyl)-6-fluoro-1,2-benzisoxazole (1.3 g, 5.8 mmol), 1-[4-(3-chloropropoxy)-3-methoxyphenyl]-2-hydroxyethanone (1.5 g, 5.8 mmol), NaHCO3 (1.5 g) and 1-methyl-2-pyrrolidinone (50 ml) was stirred under N2 at 100° C. for 6 hours. The reaction was poured into H2O, and the aqueous suspension was extracted with EtOAc. The extract was washed (H2O), dried (MgSO4) and concentrated to afford the product. Reactants: CCOP(=O)(Cc1ccc(C)cc1)OCC, C[O-], CN(C)C=O, O=Cc1ccc(-c2ccccc2)s1, [Na+]. The product is Cc1ccc(C=Cc2ccc(-c3ccccc3)s2)cc1. RXN SMILES: [CH3:14][c:15]1[cH:16][cH:17][c:18]([CH2:19][P:20](=[O:21])([O:22][CH2:23][CH3:24])[O:25][CH2:26][CH3:27])[cH:28][cH:29]1.[CH3:30][O-:31].[CH3:33][N:34]([CH3:35])[CH:36]=[O:37].[CH:1](=[O:2])[c:3]1[s:4][c:5](-[c:8]2[cH:9][cH:10][cH:11][cH:12][cH:13]2)[cH:6][cH:7]1.[Na+:32]>>[CH:1]([c:3]1[s:4][c:5](-[c:8]2[cH:9][cH:10][cH:11][cH:12][cH:13]2)[cH:6][cH:7]1)=[CH:19][c:18]1[cH:17][cH:16][c:15]([CH3:14])[cH:29][cH:28]1. Starting materials: ClC(Cl)Cl, O=C(OO)c1cccc(Cl)c1, Cc1ccc(O)cn1. Reaction SMILES: [CH:20]([Cl:21])([Cl:22])[Cl:23].[Cl:9][c:10]1[cH:11][cH:12][cH:13][c:14]([C:15]([O:16][OH:18])=[O:17])[cH:19]1.[OH:1][c:2]1[cH:3][cH:4][c:5]([CH3:8])[n:6][cH:7]1>>[OH:1][c:2]1[cH:3][cH:4][c:5]([CH3:8])[n+:6]([O-:17])[cH:7]1. Yields the product Cc1ccc(O)c[n+]1[O-]. The reactants are CS(=O)(=O)C1=CC=C(C=C1)N\N=C(\C(=O)OC)/C(CC(=O)OC)=O ((E)-dimethyl 2-(2-(4-(methylsulfonyl)phenyl) hydrazono)-3-oxopentanedioate), O (water). Solvent: ClC1=C(C=CC=C1)Cl (1, 2 dichlorobenzene). Conditions: temperature 180 celsius, time 1 hour. Yields the product OC=1C(=NN(C(C1)=O)C1=CC=C(C=C1)S(=O)(=O)C)C(=O)OC (methyl 4-hydroxy-1-(4-(methylsulfonyl)phenyl)-6-oxo-1,6-dihydropyridazine-3-carboxylate). The yield is 49.2%. RXN SMILES: [CH3:1][S:2]([C:5]1[CH:10]=[CH:9][C:8]([NH:11]/[N:12]=[C:13](\[C:18](=[O:24])[CH2:19][C:20](OC)=[O:21])/[C:14]([O:16][CH3:17])=[O:15])=[CH:7][CH:6]=1)(=[O:4])=[O:3].O>ClC1C=CC=CC=1Cl>[OH:24][C:18]1[C:13]([C:14]([O:16][CH3:17])=[O:15])=[N:12][N:11]([C:8]2[CH:9]=[CH:10][C:5]([S:2]([CH3:1])(=[O:4])=[O:3])=[CH:6][CH:7]=2)[C:20](=[O:21])[CH:19]=1. Reported procedure: The mixture of (E)-dimethyl 2-(2-(4-(methylsulfonyl)phenyl) hydrazono)-3-oxopentanedioate (7.0 g, 19.6 mmol) in 1, 2 dichlorobenzene (20 mL) was heated at 180° C. overnight. After cooling the reaction to room temperature, water 50 mL was added to the reaction mixture and stirred for 1 hour. The product was collected by filtration and further washed with water 20 mL and methanol (10 mL×3), then dried overnight under reduced pressure to yield 3.13 g (49.1%) of methyl 4-hydroxy-1-(4-(methylsulfonyl... The reactants are CC(C(=O)C1=NN(C2=CC(=CC=C12)OC)CC(=O)O)(C)C ([3-(2,2-dimethylpropanoyl)-6-methoxy-1H-indazol-1-yl]acetic acid), C=1C=CC2=C(C1)N=NN2O (HOBt), Cl.C(C)(C)C=1NCCC1 (2-isopropylpyrroline hydrochloride), CCN(C(C)C)C(C)C (DIEA). The solvent is C(CCl)Cl (EDC). Reaction conditions: temperature 45 celsius. Product: C(C)(C)C1N(CCC1)C(CN1N=C(C2=CC=C(C=C12)OC)C(C(C)(C)C)=O)=O (1-{1-[2-(2-Isopropylpyrrolidin-1-yl)-2-oxoethyl]-6-methoxy-1H-indazol-3-yl}-2,2-dimethylpropan-1-one). As a reaction SMILES: [CH3:1][C:2]([CH3:21])([CH3:20])[C:3]([C:5]1[C:13]2[C:8](=[CH:9][C:10]([O:14][CH3:15])=[CH:11][CH:12]=2)[N:7]([CH2:16][C:17](O)=[O:18])[N:6]=1)=[O:4].C1C=CC2N(O)N=NC=2C=1.Cl.[CH:33]([C:36]1[NH:37][CH2:38][CH2:39][CH:40]=1)([CH3:35])[CH3:34].CCN(C(C)C)C(C)C>C(Cl)CCl>[CH:33]([CH:36]1[CH2:40][CH2:39][CH2:38][N:37]1[C:17](=[O:18])[CH2:16][N:7]1[C:8]2[C:13](=[CH:12][CH:11]=[C:10]([O:14][CH3:15])[CH:9]=2)[C:5]([C:3](=[O:4])[C:2]([CH3:20])([CH3:21])[CH3:1])=[N:6]1)([CH3:35])[CH3:34] |f:2.3|. Reported procedure: To a solution of 29.0 mg [3-(2,2-dimethylpropanoyl)-6-methoxy-1H-indazol-1-yl]acetic acid 1 mL DMF was added 23.0 mg HOBt, 22.5 mg 2-isopropylpyrroline hydrochloride, 38.3 mg EDC, and 64.6 mg DIEA in that order. The mixture was stirred heated at 45° C. for two hours and purified by RP-HPLC using 60-100% MeCN gradient. The pure product fractions were pooled and lyophilized to give the title compound. LC-MS: 4.05 min. (m/Z=386.4, 408.3). Starting materials: [BH4-], COC(=O)C1CCCC2(CCCCC2)C1=O, CO, Cl, [Na+]. Yields the product COC(=O)C1CCCC2(CCCCC2)C1O. Reaction SMILES: [BH4-:17].[CH3:1][O:2][C:3](=[O:4])[CH:5]1[C:6](=[O:16])[C:7]2([CH2:8][CH2:9][CH2:10]1)[CH2:11][CH2:12][CH2:13][CH2:14][CH2:15]2.[CH3:20][OH:21].[ClH:19].[Na+:18]>>[CH3:1][O:2][C:3](=[O:4])[CH:5]1[CH:6]([OH:16])[C:7]2([CH2:8][CH2:9][CH2:10]1)[CH2:11][CH2:12][CH2:13][CH2:14][CH2:15]2.